This data is from the Open Reaction Database (ORD), a public repository of structured organic reaction records. The task is: describe an organic reaction: reactants, conditions, products, and yield The reactants are C=C(OCC)[Sn](CCCC)(CCCC)CCCC, CCOC(C)=O, CSc1nccc(Cl)n1, [F-], [K+], CN(C)C=O, Cl[Pd]Cl, c1ccc(P(c2ccccc2)c2ccccc2)cc1, c1ccc(P(c2ccccc2)c2ccccc2)cc1. The product is C=C(OCC)c1ccnc(SC)n1. Reaction SMILES: [CH2:10]([Sn:11]([CH2:12][CH2:13][CH2:14][CH3:20])([C:15](=[CH2:16])[O:17][CH2:18][CH3:19])[CH2:21][CH2:22][CH2:23][CH3:24])[CH2:25][CH2:26][CH3:27].[CH3:76][CH2:77][O:78][C:79](=[O:80])[CH3:81].[Cl:1][c:2]1[n:3][c:4]([S:8][CH3:9])[n:5][cH:6][cH:7]1.[F-:33].[K+:34].[O:28]=[CH:29][N:30]([CH3:31])[CH3:32].[Pd:35]([Cl:36])[Cl:37].[c:38]1([P:39]([c:40]2[cH:41][cH:42][cH:43][cH:44][cH:45]2)[c:46]2[cH:47][cH:48][cH:49][cH:50][cH:51]2)[cH:52][cH:53][cH:54][cH:55][cH:56]1.[c:57]1([P:58]([c:59]2[cH:60][cH:61][cH:62][cH:63][cH:64]2)[c:65]2[cH:66][cH:67][cH:68][cH:69][cH:70]2)[cH:71][cH:72][cH:73][cH:74][cH:75]1>>[c:2]1([C:15](=[CH2:16])[O:17][CH2:18][CH3:19])[n:3][c:4]([S:8][CH3:9])[n:5][cH:6][cH:7]1. The reactants are Cl.FC=1C=C(CN2N=C(C(=C2C)C2=CN(C3=NC=C(C=C32)C3=CC=C(C=C3)N3CCNCC3)S(=O)(=O)C3=CC=C(C)C=C3)C)C=CC1 (3-(1-(3-fluorobenzyl)-3,5-dimethyl-1H-pyrazol-4-yl)-5-(4-(piperazin-1-yl)phenyl)-1-tosyl-1H-pyrrolo[2,3-b]pyridine hydrochloride), CCN(C(C)C)C(C)C (DIPEA), C(C)O (ethanol). Yields the product FC=1C=C(CN2N=C(C(=C2C)C2=CN(C3=NC=C(C=C32)C3=CC=C(C=C3)N3CCN(CC3)C[C@H](C)O)S(=O)(=O)C3=CC=C(C)C=C3)C)C=CC1 ((2S)-1-(4-(4-(3-(1-(3-fluorobenzyl)-3,5-dimethyl-1H-pyrazol-4-yl)-1-tosyl-1H-pyrrolo[2,3-b]pyridin-5-yl)phenyl)piperazin-1-yl)propan-2-ol). Yield: 82.0%. As a reaction SMILES: Cl.[F:2][C:3]1[CH:4]=[C:5]([CH:45]=[CH:46][CH:47]=1)[CH2:6][N:7]1[C:11]([CH3:12])=[C:10]([C:13]2[C:21]3[C:16](=[N:17][CH:18]=[C:19]([C:22]4[CH:27]=[CH:26][C:25]([N:28]5[CH2:33][CH2:32][NH:31][CH2:30][CH2:29]5)=[CH:24][CH:23]=4)[CH:20]=3)[N:15]([S:34]([C:37]3[CH:43]=[CH:42][C:40]([CH3:41])=[CH:39][CH:38]=3)(=[O:36])=[O:35])[CH:14]=2)[C:9]([CH3:44])=[N:8]1.CCN(C(C)C)[CH:51]([CH3:53])[CH3:52].C([OH:59])C>>[F:2][C:3]1[CH:4]=[C:5]([CH:45]=[CH:46][CH:47]=1)[CH2:6][N:7]1[C:11]([CH3:12])=[C:10]([C:13]2[C:21]3[C:16](=[N:17][CH:18]=[C:19]([C:22]4[CH:27]=[CH:26][C:25]([N:28]5[CH2:29][CH2:30][N:31]([CH2:52][C@@H:51]([OH:59])[CH3:53])[CH2:32][CH2:33]5)=[CH:24][CH:23]=4)[CH:20]=3)[N:15]([S:34]([C:37]3[CH:43]=[CH:42][C:40]([CH3:41])=[CH:39][CH:38]=3)(=[O:35])=[O:36])[CH:14]=2)[C:9]([CH3:44])=[N:8]1 |f:0.1|. Procedure details: Using similar reaction conditions as described in step-i of example-82A, 3-(1-(3-fluorobenzyl)-3,5-dimethyl-1H-pyrazol-4-yl)-5-(4-(piperazin-1-yl)phenyl)-1-tosyl-1H-pyrrolo[2,3-b]pyridine hydrochloride (197 mg, 0.294 mmol), DIPEA (76 mg, 0.588 mmol) and ethanol (4 mL) to get 167 mg (82.0%) of the titled compound. MS: m/z=693.7 (M+1). Reactants: ClC=1C=CC2=C(C=3SC(=CC3CCO2)C=2N(N=CN2)C2=C(C=C(C=C2)F)F)N1 (9-Chloro-2-[2-(2,4-difluoro-phenyl)-2H-[1,2,4]triazol-3-yl]-4,5-dihydro-6-oxa-1-thia-10-aza-benzo[e]azulene), NC1CN(C1)C(=O)OC(C)(C)C (tert-butyl 3-aminoazetidine-1-carboxylate), CC(C)C1=CC(=C(C(=C1)C(C)C)C2=C(C=CC=C2)P(C3CCCCC3)C4CCCCC4)C(C)C (Xphos), C(C)(C)(C)O[Na] (t-BuONa). Reagents/catalysts: CC(=O)[O-].CC(=O)[O-].[Pd+2] (Pd(OAc)2). Run in O1CCOCC1 (dioxane). Reaction conditions: temperature 112 celsius. The product is C(C)(C)(C)OC(=O)N1CC(C1)NC=1C=CC2=C(C=3SC(=CC3CCO2)C=2N(N=CN2)C2=C(C=C(C=C2)F)F)N1 (3-{2-[2-(2,4-Difluoro-phenyl)-2H-[1,2,4]triazol-3-yl]-4,5-dihydro-6-oxa-1-thia-10-aza-benzo[e]azulen-9-ylamino}-azetidine-1-carboxylic acid tert-butyl ester). Isolated yield 63.6%. RXN SMILES: Cl[C:2]1[CH:3]=[CH:4][C:5]2[O:14][CH2:13][CH2:12][C:11]3[CH:10]=[C:9]([C:15]4[N:16]([C:20]5[CH:25]=[CH:24][C:23]([F:26])=[CH:22][C:21]=5[F:27])[N:17]=[CH:18][N:19]=4)[S:8][C:7]=3[C:6]=2[N:28]=1.[NH2:29][CH:30]1[CH2:33][N:32]([C:34]([O:36][C:37]([CH3:40])([CH3:39])[CH3:38])=[O:35])[CH2:31]1.CC(C1C=C(C(C)C)C(C2C=CC=CC=2P(C2CCCCC2)C2CCCCC2)=C(C(C)C)C=1)C.C(O[Na])(C)(C)C>CC([O-])=O.CC([O-])=O.[Pd+2].O1CCOCC1>[C:37]([O:36][C:34]([N:32]1[CH2:33][CH:30]([NH:29][C:2]2[CH:3]=[CH:4][C:5]3[O:14][CH2:13][CH2:12][C:11]4[CH:10]=[C:9]([C:15]5[N:16]([C:20]6[CH:25]=[CH:24][C:23]([F:26])=[CH:22][C:21]=6[F:27])[N:17]=[CH:18][N:19]=5)[S:8][C:7]=4[C:6]=3[N:28]=2)[CH2:31]1)=[O:35])([CH3:40])([CH3:38])[CH3:39] |f:4.5.6|. Reported procedure: 9-Chloro-2-[2-(2,4-difluoro-phenyl)-2H-[1,2,4]triazol-3-yl]-4,5-dihydro-6-oxa-1-thia-10-aza-benzo[e]azulene (812 mg, 2.0 mmol), tert-butyl 3-aminoazetidine-1-carboxylate (412 mg, 2.4 mmol), Pd(OAc)2 (45 mg, 0.20 mmol), Xphos (95 mg, 2.0 mmol), t-BuONa (460 mg, 4.0 mmol) and dioxane (4.0 mL) were added into a 10 mL of sealed tube, and the mixture was heated by microwave at 112° C. for 7 min under N2. The reaction mixture was filtered to gather the solution and water was added. The mixture was ext... The reactants are CNC (dimethylamine), N (ammonia), C(=O)(OCC)CC=1OC(=NN1)S (2-carbethoxymethyl-1,3,4-oxadiazole-5-thiol). Yields the product CN(C(=O)CC=1OC(=NN1)S)C (2-(N,N-dimethylcarbamoylmethyl)-1,3,4-oxadiazole-5-thiol). Reaction SMILES: [CH3:1][NH:2][CH3:3].N.[C:5]([CH2:10][C:11]1[O:12][C:13]([SH:16])=[N:14][N:15]=1)(OCC)=[O:6]>>[CH3:1][N:2]([CH3:3])[C:5]([CH2:10][C:11]1[O:12][C:13]([SH:16])=[N:14][N:15]=1)=[O:6]. Procedure details: Substitution of dimethylamine in the procedure of Example 17 in place of ammonia in the reaction with 2-carbethoxymethyl-1,3,4-oxadiazole-5-thiol gives 2-(N,N-dimethylcarbamoylmethyl)-1,3,4-oxadiazole-5-thiol. Reaction SMILES: [NH2:1][C:2]1[C:10]2[C:5](=[N:6][C:7]([CH3:11])=[CH:8][CH:9]=2)[S:4][C:3]=1[C:12]#[N:13].[ClH:14].[N:15]([O-])=O.[Na+]>O>[Cl:14][C:12]1[C:3]2[S:4][C:5]3[N:6]=[C:7]([CH3:11])[CH:8]=[CH:9][C:10]=3[C:2]=2[N:1]=[N:15][N:13]=1 |f:2.3|. The product is ClC=1C2=C(N=NN1)C1=C(S2)N=C(C=C1)C (4-Chloro-7-methylpyrido[3',2':4,5]thieno[3,2-d]-1,2,3-triazine). Solvent: O (H2O). Reactants: NC1=C(SC2=NC(=CC=C21)C)C#N (3-amino-2-cyano-6-methylthieno[2,3-b]pyridine), Cl (HCl), N(=O)[O-].[Na+] (NaNO2). Procedure details: To a cold solution of 4.2 g. (0.022 M) of 3-amino-2-cyano-6-methylthieno[2,3-b]pyridine in 30 ml. conc. HCl and 30 ml. HOAC was added a solution of 1.9 g. (0.028 M) of NaNO2 in 20 ml. of H2O. After completion of addition, the ice bath was removed and stirring continued for 2 more hours. The mixture was then poured on ice water and filtered. The crude product was recrystallized from methanol, m.p. 188°-189° C.